This data is from the Open Reaction Database (ORD), a public repository of structured organic reaction records. The task is: describe an organic reaction: reactants, conditions, products, and yield Reactants: C(=O)(C(F)(F)F)O (TFA), BrC#N (BrCN), C(C1=CC=CC=C1)OCC1=CC=CC=C1 (benzyl ether), N#CN (cyanamide). The product is desired product, C(C1=CC=CC=C1)OCC1N(CC1)C#N (2-[(benzyloxy)methyl]-1-cyanoazetidine). Reaction SMILES: [CH2:1]([O:8][CH2:9][C:10]1C=CC=[CH:12][CH:11]=1)[C:2]1[CH:7]=[CH:6][CH:5]=[CH:4][CH:3]=1.[N:16]#[C:17][NH2:18].C(O)(C(F)(F)F)=O.BrC#N>>[CH2:1]([O:8][CH2:9][CH:10]1[CH2:11][CH2:12][N:18]1[C:17]#[N:16])[C:2]1[CH:7]=[CH:6][CH:5]=[CH:4][CH:3]=1. Procedure details: Following general procedure 12, to a cold (0° C.), stirred solution of the alcohol (44) (100 mg, 1 equiv.) in DMF (5 mL) was added NaH (60% in oil, 32 mg, 1.5 equiv.). The suspension was stirred at 0° C. for 40 minutes followed by the addition of the benzyl chloride (125 uL, 2 equiv.). The suspension was warmed to rt and stirred for 16 h. MeOH was added followed by sat. aq. NH4Cl. The aqueous phase was extracted with EtOAc (3×) and the combined organic extracts were washed with brine, dried (MgS... Reported procedure: To methyl 2-(2-bromo-5-methyl-7-oxo-4,7-dihydropyrazolo[1,5-a]pyrimidin-6-yl)acetate (180 mg, 0.600 mmol) was added POCl3 (1 mL, 10.73 mmol). The reaction mixture was heated at reflux for 1 h. After cooling, the reaction mixture was added drop-wise to ice-water. A brown solid precipitated. The solid was filtered and washed with water to give the title compound (158 mg, 83%). 1H NMR (500 MHz, DMSO-d6) δ ppm 2.56 (3H, s), 3.69 (3H, s), 4.01 (2H, s), 6.99 (1H, s). The product is BrC1=NN2C(N=C(C(=C2Cl)CC(=O)OC)C)=C1 (Methyl 2-(2-bromo-7-chloro-5-methylpyrazolo[1,5-a]pyrimidin-6-yl)acetate). The yield is 82.7%. Starting materials: BrC1=NN2C(NC(=C(C2=O)CC(=O)OC)C)=C1 (methyl 2-(2-bromo-5-methyl-7-oxo-4,7-dihydropyrazolo[1,5-a]pyrimidin-6-yl)acetate), O=P(Cl)(Cl)Cl (POCl3), ice water. As a reaction SMILES: [Br:1][C:2]1[CH:17]=[C:5]2[NH:6][C:7]([CH3:16])=[C:8]([CH2:11][C:12]([O:14][CH3:15])=[O:13])[C:9](=O)[N:4]2[N:3]=1.O=P(Cl)(Cl)[Cl:20]>>[Br:1][C:2]1[CH:17]=[C:5]2[N:6]=[C:7]([CH3:16])[C:8]([CH2:11][C:12]([O:14][CH3:15])=[O:13])=[C:9]([Cl:20])[N:4]2[N:3]=1. Starting materials: NCCO (2-Aminoethanol), C1=CC=CC=2C3=CC=CC=C3C(C12)COC(=O)Cl (9-fluorenylmethylchloroformate), N1=CC=CC=C1 (pyridine). Run in ClCCl (dichloromethane), ClCCl (dichloromethane). Run at time 1.25 hour. The product is C1=CC=CC=2C3=CC=CC=C3C(C12)COC(=O)NCCO (2-(9-fluorenylmethoxycarbonyl)aminoethanol). As a reaction SMILES: [NH2:1][CH2:2][CH2:3][OH:4].[CH:5]1[C:17]2[CH:16]([CH2:18][O:19][C:20](Cl)=[O:21])[C:15]3[C:10](=[CH:11][CH:12]=[CH:13][CH:14]=3)[C:9]=2[CH:8]=[CH:7][CH:6]=1.N1C=CC=CC=1>ClCCl>[CH:5]1[C:17]2[CH:16]([CH2:18][O:19][C:20]([NH:1][CH2:2][CH2:3][OH:4])=[O:21])[C:15]3[C:10](=[CH:11][CH:12]=[CH:13][CH:14]=3)[C:9]=2[CH:8]=[CH:7][CH:6]=1. Procedure: 2-Aminoethanol (1.2 g, 19.7 mmol) in dry dichloromethane (5 ml) was added dropwise to a solution of 9-fluorenylmethylchloroformate (5.0 g, 19.3 mmol) together with pyridine (1.5 g, 19.4 mmol). The mixture was stirred for a total of 1.25 hours then diluted with dichloromethane (50 ml), washed with water (25 ml), a saturated solution of ammonium chloride (25 ml), the organic phase was separated dried over anhydrous magnesium sulphate, filtered and the filtrate evaporated in vacuo to give a white s...